Dataset: the Open Reaction Database (ORD), a public repository of structured organic reaction records. Task: describe an organic reaction: reactants, conditions, products, and yield Starting materials: Cl, N#Cc1cnn(-c2c(F)cccc2F)c1N. Yields the product Nc1ccnn1-c1c(F)cccc1F. RXN SMILES: [ClH:17].[NH2:1][c:2]1[c:3]([C:15]#[N:16])[cH:4][n:5][n:6]1-[c:7]1[c:8]([F:14])[cH:9][cH:10][cH:11][c:12]1[F:13]>>[NH2:1][c:2]1[cH:3][cH:4][n:5][n:6]1-[c:7]1[c:8]([F:14])[cH:9][cH:10][cH:11][c:12]1[F:13].